This data is from the Open Reaction Database (ORD), a public repository of structured organic reaction records. The task is: describe an organic reaction: reactants, conditions, products, and yield Starting materials: COC1=NC(=CC=C1CN1N=C(C2=C(C=CC=C12)[N+](=O)[O-])C=C)C (1-((2-methoxy-6-methylpyridin-3-yl)methyl)-4-nitro-3-vinyl-1H-indazole). Reagents/catalysts: [OH-].[OH-].[Pd+2] (palladium hydroxide on carbon). Solvent: CO (MeOH). Reaction conditions: time 7 hour. The product is C(C)C1=NN(C=2C=CC=C(C12)N)CC=1C(=NC(=CC1)C)OC (3-ethyl-1-((2-methoxy-6-methylpyridin-3-yl)methyl)-1H-indazol-4-amine). The yield is 29.9%. As a reaction SMILES: [CH3:1][O:2][C:3]1[C:8]([CH2:9][N:10]2[C:18]3[C:13](=[C:14]([N+:19]([O-])=O)[CH:15]=[CH:16][CH:17]=3)[C:12]([CH:22]=[CH2:23])=[N:11]2)=[CH:7][CH:6]=[C:5]([CH3:24])[N:4]=1>[OH-].[OH-].[Pd+2].CO>[CH2:22]([C:12]1[C:13]2[C:14]([NH2:19])=[CH:15][CH:16]=[CH:17][C:18]=2[N:10]([CH2:9][C:8]2[C:3]([O:2][CH3:1])=[N:4][C:5]([CH3:24])=[CH:6][CH:7]=2)[N:11]=1)[CH3:23] |f:1.2.3|. Procedure: To 1-((2-methoxy-6-methylpyridin-3-yl)methyl)-4-nitro-3-vinyl-1H-indazole (395 mg, 1.22 mmol) in a Parr flask was added palladium hydroxide on carbon (171 mg, 20% wt) and MeOH (6 mL) for solubility. The Parr flask was attached to the shaker and applied with 40 psi H2 for seven hours. The reaction mixture was evacuated, purged with nitrogen, filtered through Celite, and the filter pad was rinsed with MeOH. The filtrate was concentrated to a yellow oily residue under reduced pressure. Silica gel c... Reactants: ClC=1C=C2C(=NC1)NC=C2C2=NC=C(C(=N2)NC[C@H]2CN(CCC2)S(=O)(=O)C)F ((S)-2-(5-chloro-1H-pyrrolo[2,3-b]pyridin-3-yl)-5-fluoro-N-((1-(methylsulfonyl)-piperidin-3-yl)methyl)pyrimidin-4-amine), CS(=O)(=O)Cl (methane sulfonyl chloride), N[C@H]1[C@@H](CCCC1)CNC1=NC(=NC=C1F)C1=CN(C2=NC=C(C=C21)Cl)S(=O)(=O)C2=CC=C(C)C=C2 (N-((trans-2-aminocyclohexyl)methyl)-2-(5-chloro-1-tosyl-1H-pyrrolo[2,3-b]pyridin-3-yl)-5-fluoropyrimidin-4-amine), 14f. Product: ClC=1C=C2C(=NC1)NC=C2C2=NC=C(C(=N2)NC[C@H]2[C@@H](CCCC2)NS(=O)(=O)C)F (N-(trans-2-((2-(5-chloro-1H-pyrrolo[2,3-b]pyridin-3-yl)-5-fluoropyrimidin-4-ylamino)methyl)cyclohexyl)methanesulfonamide). RXN SMILES: [Cl:1][C:2]1[CH:3]=[C:4]2[C:10]([C:11]3[N:16]=[C:15]([NH:17][CH2:18][C@@H:19]4[CH2:24][CH2:23][CH2:22][N:21]([S:25]([CH3:28])(=[O:27])=[O:26])[CH2:20]4)[C:14]([F:29])=[CH:13][N:12]=3)=[CH:9][NH:8][C:5]2=[N:6][CH:7]=1.N[C@@H:31]1CCCC[C@H]1CNC1C(F)=CN=C(C2C3C(=NC=C(Cl)C=3)N(S(C3C=CC(C)=CC=3)(=O)=O)C=2)N=1.CS(Cl)(=O)=O>>[Cl:1][C:2]1[CH:3]=[C:4]2[C:10]([C:11]3[N:16]=[C:15]([NH:17][CH2:18][C@@H:19]4[CH2:24][CH2:23][CH2:22][CH2:31][C@H:20]4[NH:21][S:25]([CH3:28])(=[O:26])=[O:27])[C:14]([F:29])=[CH:13][N:12]=3)=[CH:9][NH:8][C:5]2=[N:6][CH:7]=1. Procedure: Sulfonamide 557 was prepared according to the procedure for compound 36 (Scheme 12B) using N-((trans-2-aminocyclohexyl)methyl)-2-(5-chloro-1-tosyl-1H-pyrrolo[2,3-b]pyridin-3-yl)-5-fluoropyrimidin-4-amine, 14f, and methane sulfonyl chloride, afforded desired product, 557, as a racemic mixture of trans isomers. Reactants: C(C)O[SiH](OCC)OCC (triethoxysilane), FC(S(=O)(=O)C(CC=C)S(=O)(=O)C(F)(F)F)(F)F (1,1-bis(trifluoromethanesulfonyl)-3-butene), FC(S(=O)(=O)C(CC=C)S(=O)(=O)C(F)(F)F)(F)F (BTSB), C(C)O[SiH](OCC)OCC (triethoxysilane). Reagents/catalysts: C1/C=C\CC/C=C\C1.Cl[Pt]Cl (dichloro(1,5-cyclooctadiene)platinum (II)). The solvent is C1(=CC=CC=C1)C (toluene), C1(=CC=CC=C1)C (toluene). Conditions: time 11 hour. Yields the product FC(S(=O)(=O)C(CCC[Si](OCC)(OCC)OCC)S(=O)(=O)C(F)(F)F)(F)F (4,4-bis(trifluoromethanesulfonyl)butyltriethoxysilane). The yield is 65.2%. As a reaction SMILES: [F:1][C:2]([F:18])([F:17])[S:3]([CH:6]([S:10]([C:13]([F:16])([F:15])[F:14])(=[O:12])=[O:11])[CH2:7][CH:8]=[CH2:9])(=[O:5])=[O:4].[CH2:19]([O:21][SiH:22]([O:26][CH2:27][CH3:28])[O:23][CH2:24][CH3:25])[CH3:20]>C1CC=CCCC=C1.Cl[Pt]Cl.C1(C)C=CC=CC=1>[F:14][C:13]([F:15])([F:16])[S:10]([CH:6]([S:3]([C:2]([F:17])([F:1])[F:18])(=[O:4])=[O:5])[CH2:7][CH2:8][CH2:9][Si:22]([O:26][CH2:27][CH3:28])([O:23][CH2:24][CH3:25])[O:21][CH2:19][CH3:20])(=[O:12])=[O:11] |f:2.3|. Reported procedure: A three-necked flask equipped with a reflux condenser and having a volume of 100 ml was charged under nitrogen atmosphere with each of 100.2 g (0.313 mol) of 1,1-bis(trifluoromethanesulfonyl)-3-butene (hereinafter abbreviated as BTSB), 69.8 g of toluene, 11.7 mg (0.0001 parts by mass relative to BTSB) of dichloro(1,5-cyclooctadiene)platinum (II) (made by Tokyo Chemical Industry Co., Ltd.), and 155.0 g (155 parts by mass relative to BTSB) of triethoxysilane (made by Tokyo Chemical Industry Co., L... Starting materials: CC(=O)[O-], CCO, Cl, NO, [Na+], CC(C(=O)O)c1ccc(CC2CCCCC2=O)cc1, O, O, O, O. Product: CC(C(=O)O)c1ccc(CC2CCCCC2=NO)cc1. RXN SMILES: [C:26]([O-:27])(=[O:28])[CH3:29].[CH3:32][CH2:33][OH:34].[ClH:20].[NH2:21][OH:22].[Na+:30].[O:1]=[C:2]1[CH:3]([CH2:8][c:9]2[cH:10][cH:11][c:12]([CH:15]([C:16](=[O:17])[OH:18])[CH3:19])[cH:13][cH:14]2)[CH2:4][CH2:5][CH2:6][CH2:7]1.[OH2:23].[OH2:24].[OH2:25].[OH2:31]>>[C:2]1(=[N:21][OH:22])[CH:3]([CH2:8][c:9]2[cH:10][cH:11][c:12]([CH:15]([C:16](=[O:17])[OH:18])[CH3:19])[cH:13][cH:14]2)[CH2:4][CH2:5][CH2:6][CH2:7]1. Product: COc1cc(NC(N)=O)ccc1-c1nc2c(c(C3CCCCC3)nn2C)c(=O)[nH]1. The reactants are CC(=O)O, N#CO[K], COc1cc(N)ccc1-c1nc2c(c(C3CCCCC3)nn2C)c(=O)[nH]1, O. RXN SMILES: [CH3:1][C:2](=[O:3])[OH:4].[K:31][O:32][C:33]#[N:34].[NH2:5][c:6]1[cH:7][c:8]([O:29][CH3:30])[c:9](-[c:12]2[nH:13][c:14](=[O:28])[c:15]3[c:16]([n:17]2)[n:18]([CH3:27])[n:19][c:20]3[CH:21]2[CH2:22][CH2:23][CH2:24][CH2:25][CH2:26]2)[cH:10][cH:11]1.[OH2:35]>>[NH:5]([c:6]1[cH:7][c:8]([O:29][CH3:30])[c:9](-[c:12]2[nH:13][c:14](=[O:28])[c:15]3[c:16]([n:17]2)[n:18]([CH3:27])[n:19][c:20]3[CH:21]2[CH2:22][CH2:23][CH2:24][CH2:25][CH2:26]2)[cH:10][cH:11]1)[C:33](=[O:32])[NH2:34]. Starting materials: [K+].[Br-] (KBr), [OH-].[Na+] (sodium hydroxide), C(C)(=O)OC1C(C2=C(OC1(C)C)C=C(S2)C(C)=O)N2C(CCC2)=O (6-acetoxy-2-acetyl-5,6-dihydro-5,5-dimethyl-7-(2-oxopyrrolidin-1-yl)-7H-thieno[3,2-b]pyran), O (water). Run in CO (methanol). Reaction conditions: time 1 hour. The product is C(C)(=O)C1=CC=2OC(C(C(C2S1)N1C(CCC1)=O)O)(C)C (2Acetyl-5,6-dihydro-6-hydroxy-5,5-dimethyl-7-(2-oxopyrrolidin-1-yl)-7H-thieno [3,2-b]pyran). RXN SMILES: [OH-].[Na+].C([O:6][CH:7]1[C:12]([CH3:14])([CH3:13])[O:11][C:10]2[CH:15]=[C:16]([C:18](=[O:20])[CH3:19])[S:17][C:9]=2[CH:8]1[N:21]1[CH2:25][CH2:24][CH2:23][C:22]1=[O:26])(=O)C.O.[K+].[Br-]>CO>[C:18]([C:16]1[S:17][C:9]2[CH:8]([N:21]3[CH2:25][CH2:24][CH2:23][C:22]3=[O:26])[CH:7]([OH:6])[C:12]([CH3:14])([CH3:13])[O:11][C:10]=2[CH:15]=1)(=[O:20])[CH3:19] |f:0.1,4.5|. Procedure: Aqueous sodium hydroxide (50%, 0.15 g, 1.87 mmol) was added to a solution of 6-acetoxy-2-acetyl-5,6-dihydro-5,5-dimethyl-7-(2-oxopyrrolidin-1-yl)-7H-thieno[3,2-b]pyran (0.45 g, 1.28 mmol) in methanol (20 mL) and stirred at rt for 1 h. The solution was poured into water (100 mL) and extracted into dichloromethane. The dichloromethane solution was washed with water (3×) and dried over magnesium sulfate. The solvent was evaporated in vacuo and the resultant oil was crystallized from diethyl ether a... Product: CC(NC(=O)C(NC(=O)C(CCCc1ccc(Oc2ccccc2)c(F)c1)C1OC(C)(C)OC1=O)C(C)(C)C)c1ccccc1. Starting materials: CC(NC(=O)C(NC(=O)C(CC=Cc1ccc(Oc2ccccc2)c(F)c1)C1OC(C)(C)OC1=O)C(C)(C)C)c1ccccc1, CCOC(C)=O, CCO. As a reaction SMILES: [CH3:1][C:2]1([CH3:45])[O:3][C:4](=[O:44])[CH:5]([CH:7]([C:8](=[O:9])[NH:10][CH:11]([C:12]([CH3:13])([CH3:14])[CH3:15])[C:16](=[O:17])[NH:18][CH:19]([CH3:20])[c:21]2[cH:22][cH:23][cH:24][cH:25][cH:26]2)[CH2:27][CH:28]=[CH:29][c:30]2[cH:31][c:32]([F:43])[c:33]([O:36][c:37]3[cH:38][cH:39][cH:40][cH:41][cH:42]3)[cH:34][cH:35]2)[O:6]1.[CH3:46][CH2:47][O:48][C:49](=[O:50])[CH3:51].[CH3:52][CH2:53][OH:54]>>[CH3:1][C:2]1([CH3:45])[O:3][C:4](=[O:44])[CH:5]([CH:7]([C:8](=[O:9])[NH:10][CH:11]([C:12]([CH3:13])([CH3:14])[CH3:15])[C:16](=[O:17])[NH:18][CH:19]([CH3:20])[c:21]2[cH:22][cH:23][cH:24][cH:25][cH:26]2)[CH2:27][CH2:28][CH2:29][c:30]2[cH:31][c:32]([F:43])[c:33]([O:36][c:37]3[cH:38][cH:39][cH:40][cH:41][cH:42]3)[cH:34][cH:35]2)[O:6]1. Reactants: B, C1CCOC1, CSC, CO, CC(C)(C(=O)O)c1ccccc1, O. Yields the product CC(C)(CO)c1ccccc1. RXN SMILES: [BH3:16].[CH2:20]1[O:21][CH2:22][CH2:23][CH2:24]1.[CH3:13][S:14][CH3:15].[CH3:17][OH:18].[CH3:1][C:2]([C:3](=[O:4])[OH:5])([CH3:6])[c:7]1[cH:8][cH:9][cH:10][cH:11][cH:12]1.[OH2:19]>>[CH3:1][C:2]([CH2:3][OH:4])([CH3:6])[c:7]1[cH:8][cH:9][cH:10][cH:11][cH:12]1.